From a dataset of the Open Reaction Database (ORD), a public repository of structured organic reaction records. describe an organic reaction: reactants, conditions, products, and yield The reactants are CCCBr, CCC(C)(CC)Oc1cccc(Cl)c1C(N)=O, CCCC[N+](CCCC)(CCCC)CCCC, Cc1ccccc1, [Na+], [OH-], O, O=S(=O)([O-])O. The product is CCCNC(=O)c1c(Cl)cccc1OC(C)(CC)CC. As a reaction SMILES: [CH2:18]([CH2:19][CH3:20])[Br:21].[CH2:1]([CH3:2])[C:3]([CH3:4])([CH2:5][CH3:6])[O:7][c:8]1[c:9]([C:10](=[O:11])[NH2:12])[c:13]([Cl:17])[cH:14][cH:15][cH:16]1.[CH2:28]([N+:29]([CH2:30][CH2:31][CH2:32][CH3:33])([CH2:34][CH2:35][CH2:36][CH3:37])[CH2:38][CH2:39][CH2:40][CH3:41])[CH2:42][CH2:43][CH3:44].[CH3:47][c:48]1[cH:49][cH:50][cH:51][cH:52][cH:53]1.[Na+:46].[OH-:45].[OH2:22].[S:23](=[O:24])(=[O:25])([OH:26])[O-:27]>>[CH2:1]([CH3:2])[C:3]([CH3:4])([CH2:5][CH3:6])[O:7][c:8]1[c:9]([C:10](=[O:11])[NH:12][CH2:18][CH2:19][CH3:20])[c:13]([Cl:17])[cH:14][cH:15][cH:16]1. Reactants: NC1=CC=C2C(=N1)C(=CN2)C2CCN(CC2)C (5-amino-3-(1-methylpiperidin-4-yl)pyrrolo[3,2-b]pyridine), C(CCCCCCC)(=O)Cl (octanoyl chloride). The product is C(CCCCCCC)(=O)NC1=CC=C2C(=N1)C(=CN2)C2CCN(CC2)C (5-(N-[octanoyl]amino)-3-(1-methylpiperidin-4-yl)pyrrolo[3,2-b]pyridine). Isolated yield 82.9%. Reaction SMILES: [NH2:1][C:2]1[N:7]=[C:6]2[C:8]([CH:11]3[CH2:16][CH2:15][N:14]([CH3:17])[CH2:13][CH2:12]3)=[CH:9][NH:10][C:5]2=[CH:4][CH:3]=1.[C:18](Cl)(=[O:26])[CH2:19][CH2:20][CH2:21][CH2:22][CH2:23][CH2:24][CH3:25]>>[C:18]([NH:1][C:2]1[N:7]=[C:6]2[C:8]([CH:11]3[CH2:16][CH2:15][N:14]([CH3:17])[CH2:13][CH2:12]3)=[CH:9][NH:10][C:5]2=[CH:4][CH:3]=1)(=[O:26])[CH2:19][CH2:20][CH2:21][CH2:22][CH2:23][CH2:24][CH3:25]. Reported procedure: Beginning with 0.01 gm (0.044 mMol) 5-amino-3-(1-methylpiperidin-4-yl)pyrrolo[3,2-b]pyridine and 0.01 mL (0.057 mMol) octanoyl chloride, 0.013 gm (83%) of the title compound were prepared essentially by the procedure described in Example 7. The reactants are CC1(C=2C=CC(=CC2C(CC1)(C)C)C1=C(CCCC1)C(=O)OCC)C (Ethyl 2-(5,6,7,8-tetrahydro-5,5,8,8-tetramethyl-2-naphthalenyl)-1-cyclohexene-1-carboxylate), [H-].[Al+3].[Li+].[H-].[H-].[H-] (lithium aluminum hydride), O (water). Solvent: C(C)OCC (diethyl ether). The product is CC1(C=2C=CC(=CC2C(CC1)(C)C)C1=C(CCCC1)CO)C (2-(5,6,7,8-tetrahydro-5,5,8,8-tetramethyl-2-naphthalenyl)-1-cyclohexenylmethanol). Reaction SMILES: [CH3:1][C:2]1([CH3:25])[CH2:11][CH2:10][C:9]([CH3:13])([CH3:12])[C:8]2[CH:7]=[C:6]([C:14]3[CH2:19][CH2:18][CH2:17][CH2:16][C:15]=3[C:20](OCC)=[O:21])[CH:5]=[CH:4][C:3]1=2.[H-].[Al+3].[Li+].[H-].[H-].[H-].O>C(OCC)C>[CH3:1][C:2]1([CH3:25])[CH2:11][CH2:10][C:9]([CH3:12])([CH3:13])[C:8]2[CH:7]=[C:6]([C:14]3[CH2:19][CH2:18][CH2:17][CH2:16][C:15]=3[CH2:20][OH:21])[CH:5]=[CH:4][C:3]1=2 |f:1.2.3.4.5.6|. Procedure details: Ethyl 2-(5,6,7,8-tetrahydro-5,5,8,8-tetramethyl-2-naphthalenyl)-1-cyclohexene-1-carboxylate described in Example 1 is stirred with excess lithium aluminum hydride in diethyl ether at reflux temperature for 3 hours. The mixture is cooled and water is added dropwise. The ether layer is dried over sodium sulfate and evaporated to give 2-(5,6,7,8-tetrahydro-5,5,8,8-tetramethyl-2-naphthalenyl)-1-cyclohexenylmethanol. Reactants: COc1ccc(CN(Cc2ccc(OC)cc2)c2nc(C)nc(-c3cc(C(C)NC(C)C)cnc3Nc3cnc(OC)c(F)c3)n2)cc1, O=C(O)C(F)(F)F, [Na+], [OH-], O=S(=O)(O)C(F)(F)F. Product: COc1ncc(Nc2ncc(C(C)NC(C)C)cc2-c2nc(C)nc(N)n2)cc1F. RXN SMILES: [F:1][c:2]1[cH:3][c:4]([NH:10][c:11]2[n:12][cH:13][c:14]([CH:43]([CH3:44])[NH:45][CH:46]([CH3:47])[CH3:48])[cH:15][c:16]2-[c:17]2[n:18][c:19]([N:24]([CH2:25][c:26]3[cH:27][cH:28][c:29]([O:30][CH3:31])[cH:32][cH:33]3)[CH2:34][c:35]3[cH:36][cH:37][c:38]([O:39][CH3:40])[cH:41][cH:42]3)[n:20][c:21]([CH3:23])[n:22]2)[cH:5][n:6][c:7]1[O:8][CH3:9].[F:49][C:50]([F:51])([F:52])[C:53]([OH:54])=[O:55].[Na+:65].[OH-:64].[OH:56][S:57]([C:58]([F:59])([F:60])[F:61])(=[O:62])=[O:63]>>[F:1][c:2]1[cH:3][c:4]([NH:10][c:11]2[n:12][cH:13][c:14]([CH:43]([CH3:44])[NH:45][CH:46]([CH3:47])[CH3:48])[cH:15][c:16]2-[c:17]2[n:18][c:19]([NH2:24])[n:20][c:21]([CH3:23])[n:22]2)[cH:5][n:6][c:7]1[O:8][CH3:9].